From a dataset of the Open Reaction Database (ORD), a public repository of structured organic reaction records. describe an organic reaction: reactants, conditions, products, and yield Reactants: BrCBr, CCCCCCC(C)(C)c1ccc(C2CC(=O)CC(C)C2C)c(OCc2ccccc2)c1, C1CCC([N-]C2CCCCC2)CC1, [Li+], C1CCOC1, O. Reaction SMILES: [Br:1][CH2:2][Br:3].[CH2:4]([c:5]1[cH:6][cH:7][cH:8][cH:9][cH:10]1)[O:11][c:12]1[c:13]([CH:27]2[CH2:28][C:29](=[O:35])[CH2:30][CH:31]([CH3:34])[CH:32]2[CH3:33])[cH:14][cH:15][c:16]([C:18]([CH2:19][CH2:20][CH2:21][CH2:22][CH2:23][CH3:24])([CH3:25])[CH3:26])[cH:17]1.[CH:36]1([N-:37][CH:38]2[CH2:39][CH2:40][CH2:41][CH2:42][CH2:43]2)[CH2:44][CH2:45][CH2:46][CH2:47][CH2:48]1.[Li+:49].[O:51]1[CH2:52][CH2:53][CH2:54][CH2:55]1.[OH2:50]>>[Br:1][CH:2]([Br:3])[C:29]1([OH:35])[CH2:28][CH:27]([c:13]2[c:12]([O:11][CH2:4][c:5]3[cH:6][cH:7][cH:8][cH:9][cH:10]3)[cH:17][c:16]([C:18]([CH2:19][CH2:20][CH2:21][CH2:22][CH2:23][CH3:24])([CH3:25])[CH3:26])[cH:15][cH:14]2)[CH:32]([CH3:33])[CH:31]([CH3:34])[CH2:30]1. Yields the product CCCCCCC(C)(C)c1ccc(C2CC(O)(C(Br)Br)CC(C)C2C)c(OCc2ccccc2)c1.